describe an organic reaction: reactants, conditions, products, and yield From a dataset of the Open Reaction Database (ORD), a public repository of structured organic reaction records. Starting materials: ClC1=C(C=CC=2N(C(=NC21)NC(C)C)[C@H]2[C@H](OC(C)=O)[C@H](OC(C)=O)[C@H](O2)C)Cl (4,5-Dichloro-1-(2,3-di-O-acetyl-5-deoxy-beta-D-ribofuranosyl)-N-(1-methylethyl)-1H-benzimidazol-2-amine), [OH-].[Li+] (lithium hydroxide). Solvent: O1CCOCC1 (1,4dioxane), [Cl-].[Na+].O (brine). Reaction conditions: time 30 minute. Product: ClC1=C(C=CC=2N(C(=NC21)NC(C)C)[C@H]2[C@H](O)[C@H](O)[C@H](O2)C)Cl (4,5-Dichloro-1-(5deoxy-beta-D-ribofuranosyl)-N-(1-methylethyl)-1H-benzimidazol-2-amine). Yield: 72.2%. RXN SMILES: [Cl:1][C:2]1[C:10]2[N:9]=[C:8]([NH:11][CH:12]([CH3:14])[CH3:13])[N:7]([C@@H:15]3[O:27][C@H:26]([CH3:28])[C@@H:21]([O:22]C(=O)C)[C@H:16]3[O:17]C(=O)C)[C:6]=2[CH:5]=[CH:4][C:3]=1[Cl:29].[OH-].[Li+]>O1CCOCC1.[Cl-].[Na+].O>[Cl:1][C:2]1[C:10]2[N:9]=[C:8]([NH:11][CH:12]([CH3:14])[CH3:13])[N:7]([C@@H:15]3[O:27][C@H:26]([CH3:28])[C@@H:21]([OH:22])[C@H:16]3[OH:17])[C:6]=2[CH:5]=[CH:4][C:3]=1[Cl:29] |f:1.2,4.5.6|. Procedure: 4,5-Dichloro-1-(2,3-di-O-acetyl-5-deoxy-beta-D-ribofuranosyl)-N-(1-methylethyl)-1H-benzimidazol-2-amine (0.82 g, 1.8 mmol) was dissolved in 1,4dioxane (Aldrich, 20 mL). Aqueous lithium hydroxide (5.5 mL, 1.0 M, 5.5 mmol) was added and the mixture was stirred for 30 min. The solution was then diluted with brine (50 mL) and extracted with ethyl acetate (3×50 mL). The organic layers were dried over magnesium sulfate, filtered, and evaporated. The crude residue was purified on a silica gel column (5... Reactants: C1CCC(CC1)C(=O)OCC (ethyl 4-cyclohexanecarboxylate), CC(C)([O-])C.[K+] (potassium tert-butoxide), [Cl-].COC[P+](C1=CC=CC=C1)(C1=CC=CC=C1)C1=CC=CC=C1 (methoxymethyltriphenylphosphonium chloride), Cl (hydrochloric acid). Solvent: O1CCCC1 (tetrahydrofuran), O (water), C(C)(C)(C)OC (methyl tert-butyl ether). Reaction conditions: time 8 hour. Yields the product C(=O)C1CCC(CC1)C(=O)OCC (ethyl 4-formylcyclohexanecarboxylate). As a reaction SMILES: [CH2:1]1[CH2:6][CH2:5][CH:4]([C:7]([O:9][CH2:10][CH3:11])=[O:8])[CH2:3][CH2:2]1.[Cl-].[CH3:13][O:14]C[P+](C1C=CC=CC=1)(C1C=CC=CC=1)C1C=CC=CC=1.CC(C)([O-])C.[K+].Cl>C(OC)(C)(C)C.O1CCCC1.O>[CH:13]([CH:1]1[CH2:6][CH2:5][CH:4]([C:7]([O:9][CH2:10][CH3:11])=[O:8])[CH2:3][CH2:2]1)=[O:14] |f:1.2,3.4|. Procedure details: Under a nitrogen atmosphere, 425.5 g of ethyl 4-cyclohexanecarboxylate and 856.7 g of methoxymethyltriphenylphosphonium chloride were suspended in 2.2 l of methyl tert-butyl ether. A solution of 280.4 g of potassium tert-butoxide in 400 ml of tetrahydrofuran was then added dropwise to the stirred suspension. The suspension was then stirred overnight at RT, and the next day 430 ml of 10% hydrochloric acid were added and the mixture was warmed at 55° C. for 1 hour. 50 ml of water were then added t...